Dataset: the Open Reaction Database (ORD), a public repository of structured organic reaction records. Task: describe an organic reaction: reactants, conditions, products, and yield Reactants: COC(=O)C=1C=C(C(=O)O)C=C(C1)C1=NC=C(C=C1)C (3-(methoxycarbonyl)-5-(5-methylpyridin-2-yl)benzoic acid), N (ammonia), O1CCOCC1 (dioxane), C(CCl)Cl (EDC), C=1C=CC2=C(C1)N=NN2O (HOBT), C(C)(C)N(C(C)C)CC (N,N-diisopropylethylamine). Run in CN(C=O)C (N,N-dimethylformamide). Reaction conditions: time 16 hour. Yields the product CNC(=O)C=1C=C(C(=O)OC)C=C(C1)C1=NC=C(C=C1)C (Methyl 3-[(methylamino)carbonyl]-5-(5-methylpyridin-2-yl)benzoate). Isolated yield 93.9%. As a reaction SMILES: [CH3:1][O:2][C:3]([C:5]1[CH:6]=[C:7]([CH:11]=[C:12]([C:14]2[CH:19]=[CH:18][C:17]([CH3:20])=[CH:16][N:15]=2)[CH:13]=1)[C:8](O)=[O:9])=[O:4].N.O1CCOCC1.C(Cl)CCl.C1C=CC2N(O)N=[N:38][C:36]=2C=1.C(N(CC)C(C)C)(C)C>CN(C)C=O>[CH3:36][NH:38][C:8]([C:7]1[CH:6]=[C:5]([CH:13]=[C:12]([C:14]2[CH:19]=[CH:18][C:17]([CH3:20])=[CH:16][N:15]=2)[CH:11]=1)[C:3]([O:2][CH3:1])=[O:4])=[O:9]. Procedure details: To a solution of 3-(methoxycarbonyl)-5-(5-methylpyridin-2-yl)benzoic acid (1.85 g, 6.82 mmol) in N,N-dimethylformamide (20 mL) was added 2 M ammonia in dioxane (10.2 mL, 20.4 mmol), EDC (2.61 g, 13.6 mmol), HOBT (2.09 g, 13.6 mmol) and N,N-diisopropylethylamine (4.76 mL, 27.3 mmol). After 16 h, the reaction was concentrated and the residue was dissolved in 200 ml of dichloromethane. The mixture was washed with 100 mL of saturated aqueous sodium bicarbonate solution (2×) and brine (100 ml). The c... Starting materials: F[B-](F)(F)F, CC(C)(C)OC(=O)N1CC(Sc2ccc(C(=O)O)cc2)C1, C1CCNC1, CCN(C(C)C)C(C)C, ClCCl, CN(C)C(On1nnc2ccccc21)=[N+](C)C. The product is CC(C)(C)OC(=O)N1CC(Sc2ccc(C(=O)N3CCCC3)cc2)C1. Reaction SMILES: [B-:36]([F:37])([F:38])([F:39])[F:40].[C:6]([CH3:7])([CH3:8])([CH3:9])[O:10][C:11](=[O:12])[N:13]1[CH2:14][CH:15]([S:17][c:18]2[cH:19][cH:20][c:21]([C:22](=[O:23])[OH:24])[cH:25][cH:26]2)[CH2:16]1.[CH2:1]1[CH2:2][CH2:3][NH:4][CH2:5]1.[CH:27]([N:28]([CH2:29][CH3:30])[CH:31]([CH3:32])[CH3:33])([CH3:34])[CH3:35].[Cl:58][CH2:59][Cl:60].[n:41]1([O:42][C:43]([N:44]([CH3:45])[CH3:46])=[N+:47]([CH3:48])[CH3:49])[c:50]2[cH:51][cH:52][cH:53][cH:54][c:55]2[n:56][n:57]1>>[CH2:1]1[CH2:2][CH2:3][N:4]([C:22]([c:21]2[cH:20][cH:19][c:18]([S:17][CH:15]3[CH2:14][N:13]([C:11]([O:10][C:6]([CH3:7])([CH3:8])[CH3:9])=[O:12])[CH2:16]3)[cH:26][cH:25]2)=[O:23])[CH2:5]1. Starting materials: ClC=1C=CC2=C(C(=NCC(N2)=O)C2=C(C=CC=C2)Cl)C1 (7-chloro-5-(2-chlorophenyl)-1,3-dihydro-2H-1,4-benzodiazepin-2-one), O1CCN(CC1)P(=O)(N1CCOCC1)Cl (Dimorpholinophosphinic chloride), [H][H] (hydrogen), [H-].[Na+] (sodium hydride), [H-] (hydride), C(C)(=O)NN (acethydrazide). The solvent is O1CCCC1 (tetrahydrofuran), O1CCCC1 (tetrahydrofuran). Conditions: time 2 hour. Product: ClC=1C=CC2=C(C(=NCC=3N2C(=NN3)C)C3=C(C=CC=C3)Cl)C1 (8-Chloro-6-(2-chlorophenyl)-1-methyl-4H-s-triazolo[4,3-a][1,4]-benzodiazepine). As a reaction SMILES: [Cl:1][C:2]1[CH:3]=[CH:4][C:5]2[NH:11][C:10](=O)[CH2:9][N:8]=[C:7]([C:13]3[CH:18]=[CH:17][CH:16]=[CH:15][C:14]=3[Cl:19])[C:6]=2[CH:20]=1.[H-].[Na+].[H-].[H][H].O1CCN(P(Cl)(N2CCOCC2)=O)CC1.[C:41]([NH:44][NH2:45])(=O)[CH3:42]>O1CCCC1>[Cl:1][C:2]1[CH:3]=[CH:4][C:5]2[N:11]3[C:41]([CH3:42])=[N:44][N:45]=[C:10]3[CH2:9][N:8]=[C:7]([C:13]3[CH:18]=[CH:17][CH:16]=[CH:15][C:14]=3[Cl:19])[C:6]=2[CH:20]=1 |f:1.2|. Reported procedure: To a solution of 610 mg. (2 mmoles) of 7-chloro-5-(2-chlorophenyl)-1,3-dihydro-2H-1,4-benzodiazepin-2-one in 10 ml. of dry tetrahydrofuran at room temperature was added 115 mg. of a 50% dispersion of sodium hydride in oil (2.4 mmoles of hydride). The mixture was warmed gently on the steam bath for approximately 1 hour until hydrogen evolution stopped. Dimorpholinophosphinic chloride (764 mg., 3.0 mmoles) was added and the resulting mixture was stirred at room temperature for 2 hours. To this mix... The reactants are C(C)(C)(C)C=1C=C(C(=C(C1)C1=CC=C(C=C1)OC(F)(F)F)O)C=O (5-(tert-butyl)-2-hydroxy-4′-(trifluoromethoxy)-[1,1′-biphenyl]-3-carbaldehyde), FC=1C=C(C=CC1F)B(O)O (3,4-difluorophenylboronic acid), BrC=1C(=C(C=O)C=C(C1)C(C)(C)C)O (3-bromo-5-(tert-butyl)-2-hydroxybenzaldehyde), BrC=1C(=C(C=O)C=C(C1)C(C)(C)C)O (3-bromo-5-(tert-butyl)-2-hydroxybenzaldehyde). The product is C(C)(C)(C)C=1C=C(C(=C(C1)C1=CC(=C(C=C1)F)F)O)C=O (5-(tert-Butyl)-3′,4′-difluoro-2-hydroxy-[1,1′-biphenyl]-3-carbaldehyde). As a reaction SMILES: C(C1C=C(C=O)C(O)=C(C2C=CC(OC(F)(F)F)=CC=2)C=1)(C)(C)C.Br[C:26]1[C:27]([OH:38])=[C:28]([CH:31]=[C:32]([C:34]([CH3:37])([CH3:36])[CH3:35])[CH:33]=1)[CH:29]=[O:30].[F:39][C:40]1[CH:41]=[C:42](B(O)O)[CH:43]=[CH:44][C:45]=1[F:46]>>[C:34]([C:32]1[CH:31]=[C:28]([CH:29]=[O:30])[C:27]([OH:38])=[C:26]([C:43]2[CH:42]=[CH:41][C:40]([F:39])=[C:45]([F:46])[CH:44]=2)[CH:33]=1)([CH3:37])([CH3:36])[CH3:35]. Procedure details: 5-(tert-Butyl)-3′,4′-difluoro-2-hydroxy-[1,1′-biphenyl]-3-carbaldehyde was prepared as a yellow oil using the procedure described in Intermediate 5 from 3-bromo-5-(tert-butyl)-2-hydroxybenzaldehyde (Intermediate 4) and 3,4-difluorophenylboronic acid.